This data is from the Open Reaction Database (ORD), a public repository of structured organic reaction records. The task is: describe an organic reaction: reactants, conditions, products, and yield Reactants: NC1=C(C(=O)O)C=CC=C1F (2-amino-3-fluorobenzoic acid), C([O-])([O-])=O.[K+].[K+] (potassium carbonate), FC1=C(C=CC=C1)I (2-fluoroiodobenzene), Cl (hydrochloric acid). The reagents and catalysts are [Cu] (copper). Run in C1(CCCCC1)O (cyclohexanol). The product is FC=1C(=C(C(=O)O)C=CC1)NC1=C(C=CC=C1)F (3-Fluoro-2-(2-fluorophenylamino)benzoic acid). Isolated yield 71.2%. RXN SMILES: [NH2:1][C:2]1[C:10]([F:11])=[CH:9][CH:8]=[CH:7][C:3]=1[C:4]([OH:6])=[O:5].C(=O)([O-])[O-].[K+].[K+].[F:18][C:19]1[CH:24]=[CH:23][CH:22]=[CH:21][C:20]=1I.Cl>C1(O)CCCCC1.[Cu]>[F:11][C:10]1[C:2]([NH:1][C:20]2[CH:21]=[CH:22][CH:23]=[CH:24][C:19]=2[F:18])=[C:3]([CH:7]=[CH:8][CH:9]=1)[C:4]([OH:6])=[O:5] |f:1.2.3|. Procedure details: A mixture of 14.0 g (90.2 mmol) of 2-amino-3-fluorobenzoic acid (XIV), 12.5 g (90.4 mmol) of potassium carbonate, 21.0 g (94.6 mmol) of 2-fluoroiodobenzene (XV) and a spatula-tipfull of copper powder in 85 ml of cyclohexanol was heated at reflux for 12 hours. The solvent was then removed by steam distillation, and the aqueous residue obtained was subjected to centrifugation. The soluble centrifugate was acidified with diluted hydrochloric acid, and the resulting precipitate was filtered off and ... Starting materials: O=C([O-])[O-], CN(C)C=O, O=Cc1ccc(F)cc1, Oc1ccc(F)cc1, [K+], [K+], O. Yields the product O=Cc1ccc(Oc2ccc(F)cc2)cc1. Reaction SMILES: [C:23](=[O:24])([O-:25])[O-:26].[CH3:1][N:2]([CH3:3])[CH:4]=[O:5].[F:14][c:15]1[cH:16][cH:17][c:18]([CH:19]=[O:20])[cH:21][cH:22]1.[F:6][c:7]1[cH:8][cH:9][c:10]([OH:13])[cH:11][cH:12]1.[K+:27].[K+:28].[OH2:29]>>[F:6][c:7]1[cH:8][cH:9][c:10]([O:13][c:15]2[cH:16][cH:17][c:18]([CH:19]=[O:20])[cH:21][cH:22]2)[cH:11][cH:12]1. Reactants: CC(C)=O, C[S-], N#Cc1ccc(C(F)(F)F)cc1Cl, [Na+]. Yields the product CSc1cc(C(F)(F)F)ccc1C#N. As a reaction SMILES: [CH3:17][C:18](=[O:19])[CH3:20].[CH3:1][S-:2].[Cl:4][c:5]1[c:6]([C:7]#[N:8])[cH:9][cH:10][c:11]([C:13]([F:14])([F:15])[F:16])[cH:12]1.[Na+:3]>>[CH3:1][S:2][c:5]1[c:6]([C:7]#[N:8])[cH:9][cH:10][c:11]([C:13]([F:14])([F:15])[F:16])[cH:12]1. Starting materials: CCN(C(C)C)C(C)C, CCOC(=O)Cl, Cl, O=C1c2ccccc2C(=O)N1CC1CC2(CCN1)OCCO2, C1CCOC1. The product is CCOC(=O)N1CCC2(CC1CN1C(=O)c3ccccc3C1=O)OCCO2. Reaction SMILES: [CH:30]([N:31]([CH:32]([CH3:33])[CH3:34])[CH2:35][CH3:36])([CH3:37])[CH3:38].[Cl:24][C:25](=[O:26])[O:27][CH2:28][CH3:29].[ClH:1].[O:2]1[CH2:3][CH2:4][O:5][C:6]12[CH2:7][CH:8]([CH2:12][N:13]1[C:14](=[O:23])[c:15]3[cH:16][cH:17][cH:18][cH:19][c:20]3[C:21]1=[O:22])[NH:9][CH2:10][CH2:11]2.[O:39]1[CH2:40][CH2:41][CH2:42][CH2:43]1>>[O:2]1[CH2:3][CH2:4][O:5][C:6]12[CH2:7][CH:8]([CH2:12][N:13]1[C:14](=[O:23])[c:15]3[cH:16][cH:17][cH:18][cH:19][c:20]3[C:21]1=[O:22])[N:9]([C:25](=[O:26])[O:27][CH2:28][CH3:29])[CH2:10][CH2:11]2. The reactants are OC(CBr)c1cccnc1, CC(C)(C)[Si](C)(C)Cl, CN(C)C=O, O, c1c[nH]cn1. Yields the product CC(C)(C)[Si](C)(C)C(CBr)c1cccnc1. Reaction SMILES: [Br:1][CH2:2][CH:3]([OH:4])[c:5]1[cH:6][n:7][cH:8][cH:9][cH:10]1.[C:16]([CH3:17])([CH3:18])([CH3:19])[Si:20]([CH3:21])([CH3:22])[Cl:23].[CH3:25][N:26]([CH3:27])[CH:28]=[O:29].[OH2:24].[nH:11]1[cH:12][cH:13][n:14][cH:15]1>>[Br:1][CH2:2][CH:3]([c:5]1[cH:6][n:7][cH:8][cH:9][cH:10]1)[Si:20]([C:16]([CH3:17])([CH3:18])[CH3:19])([CH3:21])[CH3:22]. Reactants: C(CC)(OCC)([O-])[O-] (ethyl ortho-propionate), CC(=CCCC(C)(C#C)O)C (dehydrolinalool), C(C(C)C)(=O)O (isobutyric acid). The product is CC(C(=O)OCC)C=C=C(CCC=C(C)C)C (Ethyl 2,5,9-trimethyl-3,4,8-decatrienoate). The yield is 98.5%. Reaction SMILES: [C:1]([O-])([O-:7])([O:4][CH2:5][CH3:6])[CH2:2][CH3:3].[CH3:9][C:10]([CH3:19])=[CH:11][CH2:12][CH2:13][C:14](O)([C:16]#[CH:17])[CH3:15].C(O)(=O)C(C)C>>[CH3:3][CH:2]([CH:17]=[C:16]=[C:14]([CH3:15])[CH2:13][CH2:12][CH:11]=[C:10]([CH3:19])[CH3:9])[C:1]([O:4][CH2:5][CH3:6])=[O:7]. Procedure: In the same manner as in the preceeding Examples, 50 g of ethyl ortho-propionate, 21.6 g of dehydrolinalool and 2.1 g of isobutyric acid were reacted at 135° to 140°C. for 4 hours and the resulting reaction mixture was subjected to distillation under reduced pressure. Ethyl 2,5,9-trimethyl-3,4,8-decatrienoate was obtained in a yield of 98.5% from a fraction boiling at 129 to 130°C. under 2.3 mm Hg.